Task: describe an organic reaction: reactants, conditions, products, and yield. Dataset: the Open Reaction Database (ORD), a public repository of structured organic reaction records Reactants: COC1=C(C=C(C(=O)O)C=C1)\C=C\C1=CC=C(C=C1)OC(F)(F)F (4-methoxy-3-[(E)-2-(4-trifluoromethoxyphenyl)vinyl]benzoic acid), NC[C@@H](CO)O ((S)-3-amino-1,2-propanediol). The product is O[C@@H](CNC(C1=CC(=C(C=C1)OC)\C=C\C1=CC=C(C=C1)OC(F)(F)F)=O)CO ((S)—N-(2,3-dihydroxy-propyl)-4-methoxy-3-[(E)-2-(4-trifluoromethoxyphenyl)-vinyl]-benzamide). RXN SMILES: [CH3:1][O:2][C:3]1[CH:11]=[CH:10][C:6]([C:7]([OH:9])=O)=[CH:5][C:4]=1/[CH:12]=[CH:13]/[C:14]1[CH:19]=[CH:18][C:17]([O:20][C:21]([F:24])([F:23])[F:22])=[CH:16][CH:15]=1.[NH2:25][CH2:26][C@H:27]([OH:30])[CH2:28][OH:29]>>[OH:30][C@H:27]([CH2:28][OH:29])[CH2:26][NH:25][C:7](=[O:9])[C:6]1[CH:10]=[CH:11][C:3]([O:2][CH3:1])=[C:4](/[CH:12]=[CH:13]/[C:14]2[CH:15]=[CH:16][C:17]([O:20][C:21]([F:24])([F:23])[F:22])=[CH:18][CH:19]=2)[CH:5]=1. Procedure: The captioned compound was synthesized from 4-methoxy-3-[(E)-2-(4-trifluoromethoxyphenyl)vinyl]-benzoic acid obtained in step B of Example 2-2-1 and (S)-3-amino-1,2-propanediol (produced by Wako Pure Chemical Industries) in accordance with the same procedure as in the methods described in step C of Example 1-2-3. Reactants: O.NN (hydrazine hydrate), ClC1=NC(=C(C=C1C(F)(F)F)Cl)OC (2,5-dichloro-6-methoxy-3-trifluoromethylpyridine), O (water). Solvent: C(CC)O (propanol). Conditions: temperature 90 celsius, time 3 hour. Product: ClC=1C(=NC(=C(C1)C(F)(F)F)NN)OC (3-Chloro-6-hydrazino-2-methoxy-5-trifluoromethylpyridine). RXN SMILES: O.[NH2:2][NH2:3].Cl[C:5]1[C:10]([C:11]([F:14])([F:13])[F:12])=[CH:9][C:8]([Cl:15])=[C:7]([O:16][CH3:17])[N:6]=1.O>C(O)CC>[Cl:15][C:8]1[C:7]([O:16][CH3:17])=[N:6][C:5]([NH:2][NH2:3])=[C:10]([C:11]([F:14])([F:13])[F:12])[CH:9]=1 |f:0.1|. Procedure details: 10.7 g (0.214 mol) of hydrazine hydrate were added at 50° C. in the course of 10 minutes with stirring to 25.0 g (0.102 mol) of 2,5-dichloro-6-methoxy-3-trifluoromethylpyridine in 100 ml of propanol and the mixture was stirred for 3 hours at 90° C. After cooling, the resulting suspension was poured into 1.2 liters of water, and the precipitate was filtered off with suction, taken up in methylene chloride and washed with water. The organic phase was dried and concentrated, and the residue was sti... Run at time 30 minute. Yield: 83.0%. Reported procedure: In a 200 ml-three-necked flask, 3.34 g (44.5 mM) of glycine, 0.89 g (22.3 mM) of sodium hydroxide and 16.7 ml of distilled water were placed and mixed. To the solution, 16.7 ml of dioxane was added. To the resultant mixture, a solution of 0.89 g (22.3 mM) of sodium hydroxide in 8.4 ml of distilled water and a solution of 5.00 g (22.2 mM) of 4-hexylbenzoyl chloride in 33.4 ml of dioxane were gradually added simultaneously at -1° to 3° C. by dropping funnels, respectively, followed by stirring for... The product is C(CCCCC)C1=CC=C(C(=O)NCC(=O)O)C=C1 (N-(4-hexylbenzoyl)glycine). Reactants: NCC(=O)O (glycine), [OH-].[Na+] (sodium hydroxide), resultant mixture, [OH-].[Na+] (sodium hydroxide), C(CCCCC)C1=CC=C(C(=O)Cl)C=C1 (4-hexylbenzoyl chloride), Cl (hydrochloric acid). Solvent: O (water), O1CCOCC1 (dioxane), O (water), O1CCOCC1 (dioxane). RXN SMILES: [NH2:1][CH2:2][C:3]([OH:5])=[O:4].[OH-].[Na+].[CH2:8]([C:14]1[CH:22]=[CH:21][C:17]([C:18](Cl)=[O:19])=[CH:16][CH:15]=1)[CH2:9][CH2:10][CH2:11][CH2:12][CH3:13].Cl>O.O1CCOCC1>[CH2:8]([C:14]1[CH:15]=[CH:16][C:17]([C:18]([NH:1][CH2:2][C:3]([OH:5])=[O:4])=[O:19])=[CH:21][CH:22]=1)[CH2:9][CH2:10][CH2:11][CH2:12][CH3:13] |f:1.2|. Starting materials: ClCCCO[C@@H]1[C@H](C[C@@H]2CC[C@H]3[C@@H]4CC[C@H](C5(C)OCCO5)[C@]4(CC([C@@H]3[C@]2(C1)C)=O)C)O (2β-(3'-Chloropropoxy)-20,20-ethylenedioxy-3α-hydroxy-5α-pregnan-11-one), N1CCOCC1 (morpholine), O (water). Yields the product O[C@H]1C[C@@H]2CC[C@H]3[C@@H]4CC[C@H](C(C)=O)[C@]4(CC([C@@H]3[C@]2(C[C@@H]1OCCCN1CCOCC1)C)=O)C (3α-Hydroxy-2β-(3'-morpholinopropoxy)-5α-pregnane-11,20-dione). As a reaction SMILES: Cl[CH2:2][CH2:3][CH2:4][O:5][C@H:6]1[CH2:28][C@@:27]2([CH3:29])[C@@H:9]([CH2:10][CH2:11][C@@H:12]3[C@@H:26]2[C:25](=[O:30])[CH2:24][C@@:23]2([CH3:31])[C@H:13]3[CH2:14][CH2:15][C@@H:16]2[C:17]2(OCC[O:19]2)[CH3:18])[CH2:8][C@@H:7]1[OH:32].O.[NH:34]1[CH2:39][CH2:38][O:37][CH2:36][CH2:35]1>>[OH:32][C@@H:7]1[C@@H:6]([O:5][CH2:4][CH2:3][CH2:2][N:34]2[CH2:39][CH2:38][O:37][CH2:36][CH2:35]2)[CH2:28][C@@:27]2([CH3:29])[C@@H:9]([CH2:10][CH2:11][C@@H:12]3[C@@H:26]2[C:25](=[O:30])[CH2:24][C@@:23]2([CH3:31])[C@H:13]3[CH2:14][CH2:15][C@@H:16]2[C:17](=[O:19])[CH3:18])[CH2:8]1. Reported procedure: 2β-(3'-Chloropropoxy)-20,20-ethylenedioxy-3α-hydroxy-5α-pregnan-11-one (500 mg.) was dissolved in morpholine (5 ml.) and the solution heated on a steambath for 8 hours. The solution was poured into water and the precipitate extracted into ether (70 ml.). The ethereal solution was washed with water, dried over anhydrous sodium sulphate and evaporated to a white foam (480 mg.) which was dissolved in 35% aqueous acetic acid and the solution heated on a steam-bath for 3 hours. The solution was coole...